This data is from the Open Reaction Database (ORD), a public repository of structured organic reaction records. The task is: describe an organic reaction: reactants, conditions, products, and yield The reactants are O=C(Cl)c1ccccc1, COc1c(C=O)cc(S(N)(=O)=O)cc1-c1cccc(N)c1. The product is COc1c(C=O)cc(S(=O)(=O)NC(=O)c2ccccc2)cc1-c1cccc(N)c1. RXN SMILES: [C:22]([c:23]1[cH:24][cH:25][cH:26][cH:27][cH:28]1)(=[O:29])[Cl:30].[NH2:1][c:2]1[cH:3][c:4](-[c:8]2[cH:9][c:10]([S:18](=[O:19])(=[O:20])[NH2:21])[cH:11][c:12]([CH:16]=[O:17])[c:13]2[O:14][CH3:15])[cH:5][cH:6][cH:7]1>>[NH2:1][c:2]1[cH:3][c:4](-[c:8]2[cH:9][c:10]([S:18](=[O:19])(=[O:20])[NH:21][C:22]([c:23]3[cH:24][cH:25][cH:26][cH:27][cH:28]3)=[O:29])[cH:11][c:12]([CH:16]=[O:17])[c:13]2[O:14][CH3:15])[cH:5][cH:6][cH:7]1.